From a dataset of the Open Reaction Database (ORD), a public repository of structured organic reaction records. describe an organic reaction: reactants, conditions, products, and yield Starting materials: C1(=CC=CC=C1)CN(C[C@H](C)N[C@@H](C)C(=O)OC)CC1=CC=CC=C1 (methyl N-{(1S)-2-[bis(phenylmethyl)amino]-1-methylethyl}-L-alaninate), Cl (hydrochloric acid). The reagents and catalysts are [Pd] (palladium on carbon). Run in CCO (EtOH). The product is C[C@@H](CNCC1=CC=CC=C1)N[C@@H](C)C(=O)OC (methyl N-{(1S)-1-methyl-2-[(phenylmethyl)amino]ethyl}-L-alaninate). Isolated yield 43.2%. RXN SMILES: [C:1]1([CH2:7][N:8](CC2C=CC=CC=2)[CH2:9][C@@H:10]([NH:12][C@H:13]([C:15]([O:17][CH3:18])=[O:16])[CH3:14])[CH3:11])[CH:6]=[CH:5][CH:4]=[CH:3][CH:2]=1.Cl>[Pd].CCO>[CH3:11][C@H:10]([NH:12][C@H:13]([C:15]([O:17][CH3:18])=[O:16])[CH3:14])[CH2:9][NH:8][CH2:7][C:1]1[CH:2]=[CH:3][CH:4]=[CH:5][CH:6]=1. Procedure details: A mixture of methyl N-{(1S)-2-[bis(phenylmethyl)amino]-1-methylethyl}-L-alaninate (J. Org. Chem. 1995, 60, 4177-4183) (2.156 g, 6.33 mmol), concentrated hydrochloric acid 37% (0.805 mL), 5% palladium on carbon (0.863 g), and EtOH (40 mL) was hydrogenated under a hydrogen balloon for 48 h. The mixture was filtered through Celite, and the solids were washed with MeOH and CH2Cl2. The filtrates were combined and concentrated under reduced pressure. The residue was redissolved in EtOH (55 mL), p-tolu... The reactants are CC(C)(C)O, Cc1ccc(C)c(N)c1, [K+], [K+], O=C([O-])[O-], O=S(=O)([O-])Cc1ccc(-n2cccc2)cc1. Yields the product Cc1ccc(C)c(Nc2ccc(-n3cccc3)cc2)c1. RXN SMILES: [C:32]([OH:33])([CH3:34])([CH3:35])[CH3:36].[CH3:17][c:18]1[cH:19][cH:20][c:21]([CH3:22])[c:23]([NH2:24])[cH:25]1.[K+:26].[K+:27].[O-:28][C:29]([O-:30])=[O:31].[n:1]1(-[c:6]2[cH:7][cH:8][c:9]([CH2:12][S:13]([O-:14])(=[O:15])=[O:16])[cH:10][cH:11]2)[cH:2][cH:3][cH:4][cH:5]1>>[n:1]1(-[c:6]2[cH:7][cH:8][c:9]([NH:24][c:23]3[c:21]([CH3:22])[cH:20][cH:19][c:18]([CH3:17])[cH:25]3)[cH:10][cH:11]2)[cH:2][cH:3][cH:4][cH:5]1. Reactants: O=C([O-])[O-], Clc1cccc(C2CCc3cncn32)c1, O=[N+]([O-])O, [Na+], [Na+], [Na+], [OH-], O, O=S(=O)(O)O. Product: O=[N+]([O-])c1ccc(C2CCc3cncn32)cc1Cl. RXN SMILES: [C:27](=[O:28])([O-:29])[O-:30].[Cl:10][c:11]1[cH:12][c:13]([CH:17]2[CH2:18][CH2:19][c:20]3[n:21]2[cH:22][n:23][cH:24]3)[cH:14][cH:15][cH:16]1.[N+:6](=[O:7])([OH:8])[O-:9].[Na+:26].[Na+:31].[Na+:32].[OH-:25].[OH2:33].[S:1](=[O:2])(=[O:3])([OH:4])[OH:5]>>[N+:6](=[O:7])([O-:9])[c:16]1[c:11]([Cl:10])[cH:12][c:13]([CH:17]2[CH2:18][CH2:19][c:20]3[n:21]2[cH:22][n:23][cH:24]3)[cH:14][cH:15]1. The reactants are CO, COC(=O)CCCc1cc(C)c(F)cc1[N+](=O)[O-], [Na+], [OH-]. Yields the product Cc1c(F)cc([N+](=O)[O-])c2c1C(=O)CCC2. RXN SMILES: [CH3:21][OH:22].[F:1][c:2]1[c:3]([CH3:18])[cH:4][c:5]([CH2:11][CH2:12][CH2:13][C:14]([O:16][CH3:15])=[O:17])[c:6]([N+:8](=[O:9])[O-:10])[cH:7]1.[Na+:20].[OH-:19]>>[F:1][c:2]1[c:3]([CH3:18])[c:4]2[c:5]([c:6]([N+:8](=[O:9])[O-:10])[cH:7]1)[CH2:11][CH2:12][CH2:13][C:14]2=[O:16].